Dataset: the Open Reaction Database (ORD), a public repository of structured organic reaction records. Task: describe an organic reaction: reactants, conditions, products, and yield The reactants are O (water), C(#N)C1=CC=C(C(=O)NCC2=CC=C(C=C2)OC)C=C1 (4-cyano-N-(4-methoxybenzyl)benzamide), CI (methyl iodide), [H-].[Na+] (sodium hydride). Run in O1CCCC1 (tetrahydrofuran). Reaction conditions: time 15 minute. Product: C(#N)C1=CC=C(C(=O)N(C)CC2=CC=C(C=C2)OC)C=C1 (4-cyano-N-(4-methoxybenzyl)-N-methylbenzamide). RXN SMILES: [C:1]([C:3]1[CH:20]=[CH:19][C:6]([C:7]([NH:9][CH2:10][C:11]2[CH:16]=[CH:15][C:14]([O:17][CH3:18])=[CH:13][CH:12]=2)=[O:8])=[CH:5][CH:4]=1)#[N:2].[H-].[Na+].[CH3:23]I.O>O1CCCC1>[C:1]([C:3]1[CH:4]=[CH:5][C:6]([C:7]([N:9]([CH2:10][C:11]2[CH:16]=[CH:15][C:14]([O:17][CH3:18])=[CH:13][CH:12]=2)[CH3:23])=[O:8])=[CH:19][CH:20]=1)#[N:2] |f:1.2|. Procedure: 79 mg of 4-cyano-N-(4-methoxybenzyl)benzamide was dissolved in 2.5 ml of tetrahydrofuran, and 24 mg of 60% sodium hydride was added thereto, followed by heating under reflux for 5 minutes in an atmosphere of nitrogen. After cooling, 0.1 ml of methyl iodide was added thereto, followed by stirring for 15 minutes. Thereafter, the reaction was stopped by the addition of 1 ml of distilled water. After the product was extracted with ethyl acetate, the extract was successively washed with 2 N hydrochlo... Reactants: C(C)N(CC)C\C=C(/CCC=C(C)C)\C ((Z)-N,N-diethyl-3,7-dimethyl-2,6-octadienylamine), [θ4 -(Z,Z)-1,5-cyclooctadiene][(R)-6,6'-dimethoxybiphenyl-2,2'-diyl)bis(diphenylphosphine). The reagents and catalysts are F[B-](F)(F)F.[Rh+] (rhodium(I) tetrafluoroborate). The solvent is O1CCCC1 (tetrahydrofuran). Product: C(C)N(CC)\C=C\[C@@H](CCC=C(C)C)C ((1E, 3R)-N,N-diethyl-3,7-dimethyl-1,6-octadienylamine). The yield is 100.3%. Reaction SMILES: [CH2:1]([N:3]([CH2:6]/[CH:7]=[C:8](/[CH3:15])\[CH2:9][CH2:10][CH:11]=[C:12]([CH3:14])[CH3:13])[CH2:4][CH3:5])[CH3:2]>F[B-](F)(F)F.[Rh+].O1CCCC1>[CH2:1]([N:3](/[CH:6]=[CH:7]/[C@H:8]([CH3:15])[CH2:9][CH2:10][CH:11]=[C:12]([CH3:13])[CH3:14])[CH2:4][CH3:5])[CH3:2] |f:1.2|. Reported procedure: A mixture of 2.27 g (10.0 mmol) of (Z)-N,N-diethyl-3,7-dimethyl-2,6-octadienylamine, 36 mg (0.041 mmol) of [θ4 -(Z,Z)-1,5-cyclooctadiene][(R)-6,6'-dimethoxybiphenyl-2,2'-diyl)bis(diphenylphosphine)]rhodium(I) tetrafluoroborate and 5 ml of tetrahydrofuran was heated to 85°-90° C. for 16 hours in a sealed tube. The brownish reaction mixture was evaporated and the residue was distilled in a bulb-tube at about 150° C./0.2 mbar, whereby 2.1 g of (1E, 3R)-N,N-diethyl-3,7-dimethyl-1,6-octadienylamine w... The reactants are C1(=CC=CC=C1)C(O)C1=CSC=C1 (1-phenyl-l-(3-thienyl)methanol). Reagents/catalysts: [O-2].[O-2].[Mn+4] (manganese dioxide). The solvent is C(Cl)(Cl)Cl (chloroform). Conditions: time 8 hour. Yields the product C(C1=CC=CC=C1)(=O)C1=CSC=C1 (3-Benzoylthiophene). The yield is 99.1%. Reaction SMILES: [C:1]1([CH:7]([C:9]2[CH:13]=[CH:12][S:11][CH:10]=2)[OH:8])[CH:6]=[CH:5][CH:4]=[CH:3][CH:2]=1>C(Cl)(Cl)Cl.[O-2].[O-2].[Mn+4]>[C:7]([C:9]1[CH:13]=[CH:12][S:11][CH:10]=1)(=[O:8])[C:1]1[CH:2]=[CH:3][CH:4]=[CH:5][CH:6]=1 |f:2.3.4|. Procedure details: 6.2 g of 1-phenyl-l-(3-thienyl)methanol was dissolved in 50 ml of chloroform. To the mixture was added 30 g of manganese dioxide, followed by stirring overnight. Manganese dioxide was filtered off, and the filtrate was evaporated, to give 6.08 g of the target compound. Reactants: BrB(Br)Br, O=C([O-])O, COc1cccn(-c2c(C)cc(N3CC(CNC(=O)c4ccc(Cl)s4)OC3=O)cc2C)c1=O, ClCCl, [Na+]. Product: Cc1cc(N2CC(CNC(=O)c3ccc(Cl)s3)OC2=O)cc(C)c1-n1cccc(O)c1=O. As a reaction SMILES: [B:34]([Br:35])([Br:36])[Br:37].[C:38](=[O:39])([OH:40])[O-:41].[Cl:1][c:2]1[cH:3][cH:4][c:5]([C:7](=[O:8])[NH:9][CH2:10][CH:11]2[CH2:12][N:13]([c:17]3[cH:18][c:19]([CH3:33])[c:20](-[n:24]4[c:25](=[O:32])[c:26]([O:30][CH3:31])[cH:27][cH:28][cH:29]4)[c:21]([CH3:23])[cH:22]3)[C:14](=[O:16])[O:15]2)[s:6]1.[Cl:43][CH2:44][Cl:45].[Na+:42]>>[Cl:1][c:2]1[cH:3][cH:4][c:5]([C:7](=[O:8])[NH:9][CH2:10][CH:11]2[CH2:12][N:13]([c:17]3[cH:18][c:19]([CH3:33])[c:20](-[n:24]4[c:25](=[O:32])[c:26]([OH:30])[cH:27][cH:28][cH:29]4)[c:21]([CH3:23])[cH:22]3)[C:14](=[O:16])[O:15]2)[s:6]1. Starting materials: C(C)OC(C)(OCC)N1C(=NC2=C1C=C(C=C2C#N)OC)C (1-(1,1-diethoxy-ethyl)-6-methoxy-2-methyl-1H-benzoimidazole-4-carbonitrile), [OH-].[K+] (KOH), C(COCCO)O (diethylene glycol), ice water. Run at temperature 150 celsius, time 16 hour. Product: COC=1C=C(C2=C(NC(=N2)C)C1)C(=O)O (6-Methoxy-2-methyl-1H-benzoimidazole-4-carboxylic acid). RXN SMILES: C(OC([N:9]1[C:13]2[CH:14]=[C:15]([O:20]C)C=[C:17](C#N)[C:12]=2[N:11]=[C:10]1[CH3:22])(OCC)C)C.[OH-:23].[K+].C(O)[CH2:26][O:27][CH2:28][CH2:29]O>>[CH3:26][O:27][C:28]1[CH:29]=[C:14]([C:15]([OH:20])=[O:23])[C:13]2[N:9]=[C:10]([CH3:22])[NH:11][C:12]=2[CH:17]=1 |f:1.2|. Reported procedure: A mixture of 1-(1,1-diethoxy-ethyl)-6-methoxy-2-methyl-1H-benzoimidazole-4-carbonitrile (2.5 g, 8.2 mmol), diethylene glycol (5 mL) and 6 N KOH aqueous solution (2.5 mL) was stirred at 150° C. for 16 hours. The mixture was poured into ice water (15 mL) and washed with ethyl acetate (3×100 mL). The water layer was then adjusted to pH 7-6 with 6 N HCl aqueous solution. The resulting mixture was washed with EtOAc and the water layer was concentrated down to a volume of 10 mL. The crude product was ... Starting materials: CC(=O)CC1=CC=CC=C1 (benzyl methyl ketone), BrCC(=O)OCC (ethyl bromoacetate). Reagents/catalysts: [Zn] (zinc). Solvent: C1(=CC=CC=C1)C (toluene). Conditions: time 3 hour. The product is hydroxy ester, OC(CC(=O)OCC)(C)CC1=CC=CC=C1 (ethyl 3-hydroxy-3-benzylbutanoate). The yield is 68.7%. As a reaction SMILES: [CH3:1][C:2]([CH2:4][C:5]1[CH:10]=[CH:9][CH:8]=[CH:7][CH:6]=1)=[O:3].Br[CH2:12][C:13]([O:15][CH2:16][CH3:17])=[O:14]>C1(C)C=CC=CC=1.[Zn]>[OH:3][C:2]([CH2:4][C:5]1[CH:10]=[CH:9][CH:8]=[CH:7][CH:6]=1)([CH3:1])[CH2:12][C:13]([O:15][CH2:16][CH3:17])=[O:14]. Reported procedure: A mixture of benzyl methyl ketone (134 g, 1 mole) and ethyl bromoacetate (168 g, 1 mole) was added to a mixture of mossy zinc (100 g) in toluene (500 cm3) in a large flask. When the vigorous exothermic reaction had subsided, the mixture was boiled for 3 hours. The solution was cooled, and washed sequentially with dilute sulfuric acid, 10% aqueous sodium hydroxide and then with water. The organic layer was separated, dried and filtered. The toluene solvent was removed, leaving the hydroxy ester, ... Starting materials: [H-].[Na+] (sodium hydride), P(=O)(OCC)(OCC)CC#N ((EtO)2POCH2CN), COC1=CC2=C(OCC2=O)C=C1 (5-Methoxy-2,3-dihydrobenzo[b]furan-3-one). The solvent is C1CCOC1 (THF), C1CCOC1 (THF), C1CCOC1 (THF). Conditions: temperature -15 celsius, time 2 hour. Yields the product COC1=CC2=C(OC=C2CC#N)C=C1 (2-(5-Methoxybenzo[b]furan-3-yl)acetonitrile). Reaction SMILES: [H-].[Na+].P([CH2:11][C:12]#[N:13])(OCC)(OCC)=O.[CH3:14][O:15][C:16]1[CH:25]=[CH:24][C:19]2[O:20][CH2:21][C:22](=O)[C:18]=2[CH:17]=1>C1COCC1>[CH3:14][O:15][C:16]1[CH:25]=[CH:24][C:19]2[O:20][CH:21]=[C:22]([CH2:11][C:12]#[N:13])[C:18]=2[CH:17]=1 |f:0.1|. Reported procedure: Under inert atmosphere, 83 mmol of sodium hydride are suspended in 100 ml of anhydrous THF. The temperature is cooled at -15° C. and 83 mmol (14.7 g) of (EtO)2POCH2CN in 50 ml of THF are dropply added. Then 55 mmol (9 g) of compound obtained in stage A in 100 ml of THF are dropwised at -15° C. The solution is stirred during 2 hours at that temperature before being hydrolysed. The mixture is extracted with ethyl acetate and the organic layers are washed with brine, dried over magnesium sulfate an...